Dataset: the Open Reaction Database (ORD), a public repository of structured organic reaction records. Task: describe an organic reaction: reactants, conditions, products, and yield Reactants: intermediate 1, [N+](=O)([O-])C1=CC=C(C(=O)OCCCCC(CO[N+](=O)[O-])O[N+](=O)[O-])C=C1 (5,6-bis(nitrooxy)hexyl 4-nitrobenzoate), [N+](=O)([O-])C1=CC=C(C(=O)OCC[C@@H](CO[N+](=O)[O-])O[N+](=O)[O-])C=C1 ((3S)-3,4-bis(nitrooxy)butanyl 4-nitrobenzoate). Product: [N+](=O)(OC[C@H](CCO)O[N+](=O)[O-])[O-] ((2S)-4-hydroxybutane-1,2-diyl dinitrate). Reaction SMILES: [N+](C1C=CC(C(OCCCCC(O[N+]([O-])=O)CO[N+]([O-])=O)=O)=CC=1)([O-])=O.[N+](C1C=CC(C([O:36][CH2:37][CH2:38][C@H:39]([O:45][N+:46]([O-:48])=[O:47])[CH2:40][O:41][N+:42]([O-:44])=[O:43])=O)=CC=1)([O-])=O>>[N+:42]([O-:44])([O:41][CH2:40][C@@H:39]([O:45][N+:46]([O-:48])=[O:47])[CH2:38][CH2:37][OH:36])=[O:43]. Reported procedure: The title compound was prepared by following step B of the synthesis of intermediate 1, except that the reagent 5,6-bis(nitrooxy)hexyl 4-nitrobenzoate was replaced by (3S)-3,4-bis(nitrooxy)butanyl 4-nitrobenzoate. 1H NMR (300 MHz, CDCl3) δ 5.56 (ddd, J=2.8, 6.4, 13.0 Hz, 1H), 4.89 (dd, J=2.8, 13.0 Hz, 1H), 4.56 (dd, J=6.4, 13.0 Hz, 1H), 3.84 (td, J=2.7, 5.7 Hz, 2H), 2.02 (dd, J=5.7, 6.4 Hz, 2H), 1.73 (bs, 1H).